Dataset: the Open Reaction Database (ORD), a public repository of structured organic reaction records. Task: describe an organic reaction: reactants, conditions, products, and yield Reactants: C(CC)(=O)NC1=CC=C(C=C1)NC(OCC(Cl)(Cl)Cl)=O (2,2,2-trichloroethyl [4-(propionylamino)phenyl]carbamate), FC1=C(C=CC=C1)C1=NSC(=N1)N1CCNCC1 (1-[3-(2-fluorophenyl)-1,2,4-thiadiazol-5-yl]piperazine), C(C)(C)N(CC)C(C)C (diisopropylethylamine), CS(=O)C (dimethyl sulfoxide). Run in O (water). The product is FC1=C(C=CC=C1)C1=NSC(=N1)N1CCN(CC1)C(=O)NC1=CC=C(C=C1)NC(CC)=O (4-[3-(2-Fluorophenyl)-1,2,4-thiadiazol-5-yl]-N-[4-(propionylamino)phenyl]piperazine-1-carboxamide). Isolated yield 22.6%. Reaction SMILES: [C:1]([NH:5][C:6]1[CH:11]=[CH:10][C:9]([NH:12][C:13](=[O:20])OCC(Cl)(Cl)Cl)=[CH:8][CH:7]=1)(=[O:4])[CH2:2][CH3:3].[F:21][C:22]1[CH:27]=[CH:26][CH:25]=[CH:24][C:23]=1[C:28]1[N:32]=[C:31]([N:33]2[CH2:38][CH2:37][NH:36][CH2:35][CH2:34]2)[S:30][N:29]=1.C(N(C(C)C)CC)(C)C.CS(C)=O>O>[F:21][C:22]1[CH:27]=[CH:26][CH:25]=[CH:24][C:23]=1[C:28]1[N:32]=[C:31]([N:33]2[CH2:34][CH2:35][N:36]([C:13]([NH:12][C:9]3[CH:8]=[CH:7][C:6]([NH:5][C:1](=[O:4])[CH2:2][CH3:3])=[CH:11][CH:10]=3)=[O:20])[CH2:37][CH2:38]2)[S:30][N:29]=1. Procedure: A solution of 2,2,2-trichloroethyl [4-(propionylamino)phenyl]carbamate (200 mg, 0.589 mmol), 1-[3-(2-fluorophenyl)-1,2,4-thiadiazol-5-yl]piperazine (145 mg, 0.589 mmol), diisopropylethylamine (0.206 ml, 1.18 mmol) and dimethyl sulfoxide (4 ml) was stirred at 70° C. for 24 hours, the reaction mixture was poured into water, and the mixture was extracted with ethyl acetate. The extract was washed with water, and dried over anhydrous magnesium sulfate. The solvent was distilled off under reduced pre...